Task: describe an organic reaction: reactants, conditions, products, and yield. Dataset: the Open Reaction Database (ORD), a public repository of structured organic reaction records Starting materials: Cc1cccnc1Br, O=C([O-])[O-], C1COCCO1, CN1C(=O)NCC1C(=O)OC(C)(C)C, [Cs+], [Cs+], O=C(C=Cc1ccccc1)C=Cc1ccccc1, O=C(C=Cc1ccccc1)C=Cc1ccccc1, O=C(C=Cc1ccccc1)C=Cc1ccccc1, O, [Pd], [Pd]. Product: Cc1cccnc1N1CC(C(=O)OC(C)(C)C)N(C)C1=O. As a reaction SMILES: [Br:15][c:16]1[n:17][cH:18][cH:19][cH:20][c:21]1[CH3:22].[C:23](=[O:24])([O-:25])[O-:26].[CH2:29]1[O:30][CH2:31][CH2:32][O:33][CH2:34]1.[CH3:1][N:2]1[C:3](=[O:14])[NH:4][CH2:5][CH:6]1[C:7](=[O:8])[O:9][C:10]([CH3:11])([CH3:12])[CH3:13].[Cs+:27].[Cs+:28].[O:38]=[C:39]([CH:40]=[CH:41][c:42]1[cH:43][cH:44][cH:45][cH:46][cH:47]1)[CH:48]=[CH:49][c:50]1[cH:51][cH:52][cH:53][cH:54][cH:55]1.[O:56]=[C:57]([CH:58]=[CH:59][c:60]1[cH:61][cH:62][cH:63][cH:64][cH:65]1)[CH:66]=[CH:67][c:68]1[cH:69][cH:70][cH:71][cH:72][cH:73]1.[O:74]=[C:75]([CH:76]=[CH:77][c:78]1[cH:79][cH:80][cH:81][cH:82][cH:83]1)[CH:84]=[CH:85][c:86]1[cH:87][cH:88][cH:89][cH:90][cH:91]1.[OH2:35].[Pd:36].[Pd:37]>>[CH3:1][N:2]1[C:3](=[O:14])[N:4]([c:16]2[n:17][cH:18][cH:19][cH:20][c:21]2[CH3:22])[CH2:5][CH:6]1[C:7](=[O:8])[O:9][C:10]([CH3:11])([CH3:12])[CH3:13]. Reactants: C1CCOC1, COc1ccc(S(=O)(=O)Nc2cc(CO)ccc2Cl)cc1OC, ClCCl, O=[Mn]=O. Product: COc1ccc(S(=O)(=O)Nc2cc(C=O)ccc2Cl)cc1OC. As a reaction SMILES: [CH2:27]1[O:28][CH2:29][CH2:30][CH2:31]1.[Cl:1][c:2]1[c:3]([NH:10][S:11](=[O:12])(=[O:13])[c:14]2[cH:15][c:16]([O:22][CH3:23])[c:17]([O:20][CH3:21])[cH:18][cH:19]2)[cH:4][c:5]([CH2:8][OH:9])[cH:6][cH:7]1.[Cl:24][CH2:25][Cl:26].[O:32]=[Mn:33]=[O:34]>>[Cl:1][c:2]1[c:3]([NH:10][S:11](=[O:12])(=[O:13])[c:14]2[cH:15][c:16]([O:22][CH3:23])[c:17]([O:20][CH3:21])[cH:18][cH:19]2)[cH:4][c:5]([CH:8]=[O:9])[cH:6][cH:7]1. Starting materials: C1(=CC=CC=C1)OC(NC1=NC=NC=C1)=O (pyrimidin-4-yl-carbamic acid phenyl ester), BrC=1C=C(CN2CCNCC2)C=CC1Br (1-(3,4-dibromo-benzyl)-piperazine). The product is N1=CN=C(C=C1)NC(=O)N1CCN(CC1)CC1=CC(=C(C=C1)Br)Br (4-(3,4-Dibromo-benzyl)-piperazine-1-carboxylic acid pyrimidin-4-ylamide). Reaction SMILES: C1(O[C:8](=[O:16])[NH:9][C:10]2[CH:15]=[CH:14][N:13]=[CH:12][N:11]=2)C=CC=CC=1.[Br:17][C:18]1[CH:19]=[C:20]([CH:28]=[CH:29][C:30]=1[Br:31])[CH2:21][N:22]1[CH2:27][CH2:26][NH:25][CH2:24][CH2:23]1>>[N:13]1[CH:14]=[CH:15][C:10]([NH:9][C:8]([N:25]2[CH2:24][CH2:23][N:22]([CH2:21][C:20]3[CH:28]=[CH:29][C:30]([Br:31])=[C:18]([Br:17])[CH:19]=3)[CH2:27][CH2:26]2)=[O:16])=[N:11][CH:12]=1. Procedure: The title compound was prepared from pyrimidin-4-yl-carbamic acid phenyl ester and 1-(3,4-dibromo-benzyl)-piperazine in analogy with Example 142. 1H NMR (400 MHz, CDCl3): 8.40 (s, 1H), 8.10-7.80 (m, 1H), 7.70-7.50 (m, 1H), 7.58-7.45 (m, 1H), 7.14-7.10 (m, 1H), 6.55-6.40 (m, 1H), 3.40 (s, 2H), 2.87 (t, J=4.8 Hz, 4H), 2.38 (t, J=4.8 Hz, 4H). Reactants: [Si](C)(C)(C(C)(C)C)O[C@@H]1C(O[C@H]([C@@H]1O[Si](C)(C)C(C)(C)C)N1C(N(C(C=C1)=O)CC1=CC=C(C=C1)OC)=O)[C@@H]([C@H](NCCCNC([C@@H](NC(OCC1=CC=CC=C1)=O)[C@H](C)O)=O)C(=O)OC(C)(C)C)O (tert-butyl (5S,12S)-12-[(R)-[(3R,4R,5R)-3,4-bis{[tert-butyl(dimethyl)silyl]oxy}-5-(3-(4-methoxybenzyl)-2,4-dioxo-3,4-dihydro-1(2H)-pyrimidinyl)tetrahydro-2-furanyl](hydroxy)methyl]-5-[(1S)-1-hydroxyethyl]-3,6-dioxo-1-phenyl-2-oxa-4,7,11-triazatridecan-13-oate), FC(C(=O)O)(F)F (trifluoroacetic acid). Reagents/catalysts: FC(C(=O)O)(F)F (trifluoroacetic acid). The solvent is C(Cl)Cl (methylene chloride). Run at temperature 0 celsius, time 20 minute. Product: [Si](C)(C)(C(C)(C)C)O[C@@H]1[C@@H](C(O[C@H]1N1C(N(C(C=C1)=O)CC1=CC=C(C=C1)OC)=O)[C@@H]([C@H](NCCCNC([C@@H](NC(OCC1=CC=CC=C1)=O)[C@H](C)O)=O)C(=O)O)O)O ((5S,12S)-12-[(R)-[(3R,4R,5R)-4-{[tert-butyl(dimethyl)silyl]oxy}-3-hydroxy-5-(3-(4-methoxybenzyl)-2,4-dioxo-3,4-dihydro-1(2H)-pyrimidinyl)tetrahydro-2-furanyl](hydroxy)methyl]-5-[(1S)-1-hydroxyethyl]-3,6-dioxo-1-phenyl-2-oxa-4,7,11-triazatridecan-13-oic acid). Isolated yield 94.8%. Reaction SMILES: [Si]([O:8][C@H:9]1[C@@H:13]([O:14][Si:15]([C:18]([CH3:21])([CH3:20])[CH3:19])([CH3:17])[CH3:16])[C@H:12]([N:22]2[CH:27]=[CH:26][C:25](=[O:28])[N:24]([CH2:29][C:30]3[CH:35]=[CH:34][C:33]([O:36][CH3:37])=[CH:32][CH:31]=3)[C:23]2=[O:38])[O:11][CH:10]1[C@H:39]([OH:70])[C@@H:40]([C:63]([O:65]C(C)(C)C)=[O:64])[NH:41][CH2:42][CH2:43][CH2:44][NH:45][C:46](=[O:62])[C@H:47]([C@@H:59]([OH:61])[CH3:60])[NH:48][C:49](=[O:58])[O:50][CH2:51][C:52]1[CH:57]=[CH:56][CH:55]=[CH:54][CH:53]=1)(C(C)(C)C)(C)C.FC(F)(F)C(O)=O>FC(F)(F)C(O)=O.C(Cl)Cl>[Si:15]([O:14][C@H:13]1[C@H:12]([N:22]2[CH:27]=[CH:26][C:25](=[O:28])[N:24]([CH2:29][C:30]3[CH:31]=[CH:32][C:33]([O:36][CH3:37])=[CH:34][CH:35]=3)[C:23]2=[O:38])[O:11][CH:10]([C@H:39]([OH:70])[C@@H:40]([C:63]([OH:65])=[O:64])[NH:41][CH2:42][CH2:43][CH2:44][NH:45][C:46](=[O:62])[C@H:47]([C@@H:59]([OH:61])[CH3:60])[NH:48][C:49](=[O:58])[O:50][CH2:51][C:52]2[CH:57]=[CH:56][CH:55]=[CH:54][CH:53]=2)[C@H:9]1[OH:8])([C:18]([CH3:19])([CH3:20])[CH3:21])([CH3:16])[CH3:17]. Procedure: A solution of trifluoroacetic acid (0.3 drops) in methylene chloride (1 ml) was cooled to 0° C. tert-butyl (5S,12S)-12-[(R)-[(3R,4R,5R)-3,4-bis{[tert-butyl(dimethyl)silyl]oxy}-5-(3-(4-methoxybenzyl)-2,4-dioxo-3,4-dihydro-1(2H)-pyrimidinyl)tetrahydro-2-furanyl](hydroxy)methyl]-5-[(1S)-1-hydroxyethyl]-3,6-dioxo-1-phenyl-2-oxa-4,7,11-triazatridecan-13-oate (20 mg, 0.02 mmol, obtained from Example 10) was added and the resulting mixture was stirred at 0° C. for 20 minutes. Additional trifluoroacetic... Starting materials: C(C)(C)(C)[C@H]1CC[C@H](CC1)NC1=NC=NC(=C1Cl)C(C)SC (4-(cis-4-tert-butylcyclohexylamino)-5-chloro-6-(1-methylthioethyl)pyrimidine), ClC1=CC(=CC=C1)C(=O)OO (3-chloroperbenzoic acid). Run in ClCCl (dichloromethane), ClC(C)Cl (dichloroethane). Run at time 8 hour. The product is C(C)(C)(C)[C@H]1CC[C@H](CC1)NC1=NC=NC(=C1Cl)C(C)S(=O)C (4-(cis-4-tert-Butylcyclohexylamino)-5-chloro-6-(1-methylsulfinylethyl)pyrimidine). As a reaction SMILES: [C:1]([C@@H:5]1[CH2:10][CH2:9][C@H:8]([NH:11][C:12]2[C:17]([Cl:18])=[C:16]([CH:19]([S:21][CH3:22])[CH3:20])[N:15]=[CH:14][N:13]=2)[CH2:7][CH2:6]1)([CH3:4])([CH3:3])[CH3:2].ClC1C=CC=C(C(OO)=[O:31])C=1>ClC(Cl)C.ClCCl>[C:1]([C@@H:5]1[CH2:10][CH2:9][C@H:8]([NH:11][C:12]2[C:17]([Cl:18])=[C:16]([CH:19]([S:21]([CH3:22])=[O:31])[CH3:20])[N:15]=[CH:14][N:13]=2)[CH2:7][CH2:6]1)([CH3:2])([CH3:4])[CH3:3]. Procedure: 10.25 g (30 mmol) of 4-(cis-4-tert-butylcyclohexylamino)-5-chloro-6-(1-methylthioethyl)pyrimidine were placed in 120 ml of dichloroethane, and a solution of 7.40 g (30 mmol) of 70% 3-chloroperbenzoic acid in 50 ml of dichloromethane was added dropwise at 0° C. The mixture was stirred at room temperature for 8 hours and extracted by stirring with sodium bicarbonate solution and water. The organic phase was dried and concentrated, to give 10.5 g (98% of theory) of a colorless resin (diastereomer m... The reactants are C([O-])([O-])=O.[K+].[K+] (potassium carbonate), N1(CCNCC1)C(=O)OC(C)(C)C (tert-butyl piperazine-1-carboxylate), BrCCOC=1C=C(C(=O)NC2=CC(=C(C=C2)Cl)C2=NC=CC=C2)C=CC1CS(=O)(=O)C (3-(2-Bromoethoxy)-N-(4-chloro-3-(pyridin-2-yl)phenyl)-4-(methylsulfonylmethyl)benzamide). Solvent: CN(C)C=O (DMF). Run at time 18 hour. The product is ClC1=C(C=C(C=C1)NC(C1=CC(=C(C=C1)CS(=O)(=O)C)OCCN1CCNCC1)=O)C1=NC=CC=C1 (N-(4-chloro-3-(pyridin-2-yl)phenyl)-4-(methylsulfonylmethyl)-3-(2-(piperazin-1-yl)ethoxy)benzamide). Isolated yield 62.7%. Reaction SMILES: Br[CH2:2][CH2:3][O:4][C:5]1[CH:6]=[C:7]([CH:24]=[CH:25][C:26]=1[CH2:27][S:28]([CH3:31])(=[O:30])=[O:29])[C:8]([NH:10][C:11]1[CH:16]=[CH:15][C:14]([Cl:17])=[C:13]([C:18]2[CH:23]=[CH:22][CH:21]=[CH:20][N:19]=2)[CH:12]=1)=[O:9].C(=O)([O-])[O-].[K+].[K+].[N:38]1(C(OC(C)(C)C)=O)[CH2:43][CH2:42][NH:41][CH2:40][CH2:39]1>CN(C=O)C>[Cl:17][C:14]1[CH:15]=[CH:16][C:11]([NH:10][C:8](=[O:9])[C:7]2[CH:24]=[CH:25][C:26]([CH2:27][S:28]([CH3:31])(=[O:30])=[O:29])=[C:5]([O:4][CH2:3][CH2:2][N:38]3[CH2:43][CH2:42][NH:41][CH2:40][CH2:39]3)[CH:6]=2)=[CH:12][C:13]=1[C:18]1[CH:23]=[CH:22][CH:21]=[CH:20][N:19]=1 |f:1.2.3|. Procedure details: N-(4-Chloro-3-(pyridin-2-yl)phenyl)-3-hydroxy-4-(methylsulfonylmethyl)benzamide (1.00 g, 2.40 mmol) was dissolved in DMF (20 ml). Cesium carbonate (1.56 g, 4.8 mmol) and 1,2-dibromoethane (0.83 ml, 9.6 mmol) were added, and the reaction was stirred at 50° C. for 18 hours. The reaction was quenched with water, basified with 10% aqueous NaOH, and extracted with ethyl acetate twice. The ethyl extracts were washed with water once, brine once, dried with MgSO4, and evaporated to a crude oil which was... Starting materials: NCCC(=O)O (3-aminopropionic acid), C([O-])([O-])=O.[Na+].[Na+] (sodium carbonate), ClCC1=CC=CC2=CC=CC=C12 (1-chloromethylnaphthalene), CS(=O)C (dimethylsulfoxide). Run in O (Water). Yields the product C(\C=C\C(=O)O)(=O)O.NCCC(=O)OCC1=CC=CC2=CC=CC=C12 (1-naphthylmethyl 3-aminopropionate hydrogen fumarate). RXN SMILES: [NH2:1][CH2:2][CH2:3][C:4]([OH:6])=[O:5].Cl[CH2:8][C:9]1[C:18]2[C:13](=[CH:14][CH:15]=[CH:16][CH:17]=2)[CH:12]=[CH:11][CH:10]=1.CS(C)=O.[C:23](=O)([O-:25])[O-:24].[Na+].[Na+]>O>[C:4]([OH:6])(=[O:5])/[CH:3]=[CH:2]/[C:23]([OH:25])=[O:24].[NH2:1][CH2:2][CH2:3][C:4]([O:6][CH2:8][C:9]1[C:18]2[C:13](=[CH:14][CH:15]=[CH:16][CH:17]=2)[CH:12]=[CH:11][CH:10]=1)=[O:5] |f:3.4.5,7.8|. Procedure details: A mixture of 0.89 g. (10 mmole) of 3-aminopropionic acid and 1.77 g. (10 mmole) of 1-chloromethylnaphthalene in 10 ml. dimethylsulfoxide is stirred at 60° C. for 7 hours. Water, 80 ml., is added to the cooled reaction mixture followed by a saturated sodium carbonate solution until a pH of 8 is obtained. The product is extracted into 50 ml. ethyl ether which is then washed with three 20 ml.. portions of water. After drying the ether extract over 12 g. anhydrous sodium sulfate and filtering direct...